Dataset: the Open Reaction Database (ORD), a public repository of structured organic reaction records. Task: describe an organic reaction: reactants, conditions, products, and yield Starting materials: CO, CN1CCCC(C)(COc2cccc(C#N)c2)C1. Yields the product CN1CCCC(C)(COc2cccc(CN)c2)C1. Reaction SMILES: [CH3:19][OH:20].[CH3:1][N:2]1[CH2:3][C:4]([CH3:8])([CH2:9][O:10][c:11]2[cH:12][c:13]([C:14]#[N:15])[cH:16][cH:17][cH:18]2)[CH2:5][CH2:6][CH2:7]1>>[CH3:1][N:2]1[CH2:3][C:4]([CH3:8])([CH2:9][O:10][c:11]2[cH:12][c:13]([CH2:14][NH2:15])[cH:16][cH:17][cH:18]2)[CH2:5][CH2:6][CH2:7]1.